From a dataset of the Open Reaction Database (ORD), a public repository of structured organic reaction records. describe an organic reaction: reactants, conditions, products, and yield The reactants are C(C)C=1N=C(SC1)CCC1=CC(=NC=C1)N (4-[2-(4-Ethyl-1,3-thiazol-2-yl)ethyl]-2-pyridinamine), C(CC(=O)[O-])(=O)OC1=C(C(=C(C=C1)Cl)Cl)Cl (trichlorophenyl malonate). Run in C=1(C(=CC=CC1)C)C (xylene). Conditions: temperature 140 celsius, time 3 hour. Yields the product C(C)C=1N=C(SC1)CCC1=CC=2N(C(C=C(N2)O)=O)C=C1 (8-[2-(4-Ethyl-1,3-thiazol-2-yl)ethyl]-2-hydroxy-4H-pyrido[1,2-a]pyrimidin-4-one). The yield is 21.9%. As a reaction SMILES: [CH2:1]([C:3]1[N:4]=[C:5]([CH2:8][CH2:9][C:10]2[CH:15]=[CH:14][N:13]=[C:12]([NH2:16])[CH:11]=2)[S:6][CH:7]=1)[CH3:2].[C:17](OC1C=CC(Cl)=C(Cl)C=1Cl)(=[O:22])[CH2:18][C:19]([O-])=[O:20]>C1(C)C(C)=CC=CC=1>[CH2:1]([C:3]1[N:4]=[C:5]([CH2:8][CH2:9][C:10]2[CH:15]=[CH:14][N:13]3[C:19](=[O:20])[CH:18]=[C:17]([OH:22])[N:16]=[C:12]3[CH:11]=2)[S:6][CH:7]=1)[CH3:2]. Procedure: 4-[2-(4-Ethyl-1,3-thiazol-2-yl)ethyl]-2-pyridinamine (480 mg, 2.044 mmol) dissolved in xylene (10 ml) was added with trichlorophenyl malonate (1 g, 2.160 mmol) and refluxed by heating at 140° C. The reaction solution was stirred for 3 hours and returned to room temperature. The solvent was evaporated under reduced pressure and the resulting residue was purified by silica gel column chromatography (chloroform→chloroform:methanol=80:1→50:1→5:1) to obtain 135 mg (22%) of orange crystals. Starting materials: intermediate E, COC1=C(C(=O)O)C=CC(=C1)C(F)(F)F (2-methoxy-4-(trifluoromethyl)benzoic acid), CSSC (dimethyl disulfide). Product: COC1=C(C(=O)O)C(=CC(=C1)C(F)(F)F)SC (2-Methoxy-6-methylsulfanyl-4-trifluoromethyl-benzoic acid). As a reaction SMILES: [CH3:1][O:2][C:3]1[CH:11]=[C:10]([C:12]([F:15])([F:14])[F:13])[CH:9]=[CH:8][C:4]=1[C:5]([OH:7])=[O:6].[CH3:16][S:17]SC>>[CH3:1][O:2][C:3]1[CH:11]=[C:10]([C:12]([F:13])([F:14])[F:15])[CH:9]=[C:8]([S:17][CH3:16])[C:4]=1[C:5]([OH:7])=[O:6]. Procedure: The title compound, white solid, MS: m/e=265.1 [(M−H)−], was prepared in accordance with the general method of intermediate E from 2-methoxy-4-(trifluoromethyl)benzoic acid and dimethyl disulfide. Product: C(C1=CC=CC=C1)OC=1C(=CC(=C(N)C1)C(F)(F)F)C1CCCCC1 (5-benzyloxy-4-cyclohexyl-2-(trifluoromethyl)aniline). Procedure: To a solution of 1-(benzyloxy)-2-cyclohexyl-5-nitro-4-(trifluoromethyl)benzene (250 mg, 0.66 mmol) and NiCl2 (170 mg, 1.31 mmol) in methanol (2.5 mL) was added NaBH4 (50 mg, 1.32 mmol) portionwise at 0° C. The reaction mixture turned black after 5 minutes. The reaction mixture was quenched with NaHCO3 and diluted with EtOAc. The reaction mixture was filtered through a plug of celite, the layers were separated and the aqueous layer was extracted with EtOAc. The combined organic layer was dried ov... Starting materials: C(C1=CC=CC=C1)OC1=C(C=C(C(=C1)[N+](=O)[O-])C(F)(F)F)C1CCCCC1 (1-(benzyloxy)-2-cyclohexyl-5-nitro-4-(trifluoromethyl)benzene), [BH4-].[Na+] (NaBH4). Reagents/catalysts: Cl[Ni]Cl (NiCl2). RXN SMILES: [CH2:1]([O:8][C:9]1[CH:14]=[C:13]([N+:15]([O-])=O)[C:12]([C:18]([F:21])([F:20])[F:19])=[CH:11][C:10]=1[CH:22]1[CH2:27][CH2:26][CH2:25][CH2:24][CH2:23]1)[C:2]1[CH:7]=[CH:6][CH:5]=[CH:4][CH:3]=1.[BH4-].[Na+]>CO.Cl[Ni]Cl>[CH2:1]([O:8][C:9]1[C:10]([CH:22]2[CH2:27][CH2:26][CH2:25][CH2:24][CH2:23]2)=[CH:11][C:12]([C:18]([F:21])([F:19])[F:20])=[C:13]([CH:14]=1)[NH2:15])[C:2]1[CH:3]=[CH:4][CH:5]=[CH:6][CH:7]=1 |f:1.2|. Yield: 65.0%. Conditions: time 5 minute. The solvent is CO (methanol). Starting materials: CNC(=O)C=1C=2C(=CNC2C(=CC1)C)CCO[Si](C)(C)C(C)(C)C (3-[2-(tert-butyl-dimethyl-silanyloxy)-ethyl]-7-methyl-1H-indole-4-carboxylic acid methylamide), C(CCC)(=O)CC(=O)OCC (ethyl butyrylacetate), B(F)(F)F.CCOCC (BF3.OEt2). Solvent: C(Cl)Cl (CH2Cl2), C(Cl)Cl (CH2Cl2). Conditions: time 8 hour. The product is C(C)OC(CC1(OCCC2=C1NC1=C(C=CC(=C21)C(NC)=O)C)CCC)=O ((8-Methyl-5-methylcarbamoyl-1-propyl-1,3,4,9-tetrahydro-pyrano[3,4-b]indol-1-yl)-acetic Acid Ethyl Ester). Yield: 81.8%. Reaction SMILES: [CH3:1][NH:2][C:3]([C:5]1[C:6]2[C:7]([CH2:15][CH2:16][O:17][Si](C(C)(C)C)(C)C)=[CH:8][NH:9][C:10]=2[C:11]([CH3:14])=[CH:12][CH:13]=1)=[O:4].[C:25]([CH2:30][C:31]([O:33][CH2:34][CH3:35])=[O:32])(=O)[CH2:26][CH2:27][CH3:28].B(F)(F)F.CCOCC>C(Cl)Cl>[CH2:34]([O:33][C:31](=[O:32])[CH2:30][C:25]1([CH2:26][CH2:27][CH3:28])[C:8]2[NH:9][C:10]3[C:6]([C:7]=2[CH2:15][CH2:16][O:17]1)=[C:5]([C:3](=[O:4])[NH:2][CH3:1])[CH:13]=[CH:12][C:11]=3[CH3:14])[CH3:35] |f:2.3|. Procedure details: To a solution of 3-[2-(tert-butyl-dimethyl-silanyloxy)-ethyl]-7-methyl-1H-indole-4-carboxylic acid methylamide (100 mg, 0.289 mmol) and ethyl butyrylacetate (92 mL, 0.578 mmol) in CH2Cl2 (2 mL) was added BF3.OEt2 (0.11 mL, 0.867 mmol) dropwise at room temperature. After stirring overnight, the solution was diluted with CH2Cl2 (10 mL) and then washed with saturated aqueous NaHCO3 (10 mL) and brine (10 mL). The organic phase was dried (Na2SO4) and concentrated. The residue was purified by flash ch... Reactants: ClC(=O)[O-] (chloroformate), C(C)(C)N(C(C)C)CC (N,N-diisopropylethylamine), ClC(=O)OCC(Cl)(Cl)Cl (2,2,2-trichloroethyl chloroformate), COC(=O)C1CN(CC1)CC1=CC=CC=C1 (1-benzyl-pyrrolidine-3-carboxylic acid methyl ester), ClC(=O)[O-] (chloroformate). Solvent: CO.ClCCl (methanol dichloromethane), ClCCl (dichloromethane), Cl (hydrochloric acid), O1CCOCC1 (dioxane). Product: ClC(COC(=O)N1CC(CC1)C(N(CC)CC)=O)(Cl)Cl (3-diethylcarbamoyl-pyrrolidine-1-carboxylic acid 2,2,2-trichloro-ethyl ester). The yield is 60.0%. As a reaction SMILES: CO[C:3]([CH:5]1[CH2:9][CH2:8][N:7](CC2C=CC=CC=2)[CH2:6]1)=[O:4].Cl[C:18]([O:20][CH2:21][C:22]([Cl:25])([Cl:24])[Cl:23])=[O:19].ClC([O-])=O.[CH:30]([N:33](CC)[CH:34](C)[CH3:35])(C)[CH3:31]>Cl.O1CCOCC1.ClCCl.CO.ClCCl>[Cl:23][C:22]([Cl:25])([Cl:24])[CH2:21][O:20][C:18]([N:7]1[CH2:8][CH2:9][CH:5]([C:3](=[O:4])[N:33]([CH2:34][CH3:35])[CH2:30][CH3:31])[CH2:6]1)=[O:19] |f:7.8|. Procedure: A solution of 1-benzyl-pyrrolidine-3-carboxylic acid methyl ester (109.6 mg, 0.5 mmol) in 2N hydrochloric acid (3 mL) and dioxane (1 mL) was heated to 80-90° C. for 1 h. The solvent was evaporated under vacuum and the residue redissolved in dioxane/methanol/toluene and evaporated under vacuum. The residue was then heated under reflux in chloroform containing an excess of thionyl chloride for 1 h and then the solvent was evaporated under vacuum. The residue was dissolved in anhydrous dichlorometh... Starting materials: I(=O)(=O)(=O)[O-].[Na+] (Sodium periodate), Cl (HCl), ClC=1C=C(C=CC1CCB1OC(C(O1)(C)C)(C)C)N(S(=O)(=O)C)C1=CC2=C(C(=C(O2)C2=CC=C(C=C2)F)C(=O)NC)C=C1C1CC1 (6-(N-(3-chloro-4-(2-(4,4,5,5-tetramethyl-1,3,2-dioxaborolan-2-yl)ethyl)phenyl)methylsulfonamido)-5-cyclopropyl-2-(4-fluorophenyl)-N-methylbenzofuran-3-carboxamide). The solvent is C1CCOC1 (THF), C(C)(=O)OCC (ethyl acetate). Run at temperature 0 celsius, time 10 minute. The product is ClC1=C(CCB(O)O)C=CC(=C1)N(S(=O)(=O)C)C1=CC2=C(C(=C(O2)C2=CC=C(C=C2)F)C(NC)=O)C=C1C1CC1 ((2-Chloro-4-(N-(5-cyclopropyl-2-(4-fluorophenyl)-3-(methylcarbamoyl)benzofuran-6-yl)methylsulfonamido)phenethyl)boronic acid). The yield is 25.1%. As a reaction SMILES: I([O-])(=O)(=O)=O.[Na+].Cl.[Cl:8][C:9]1[CH:10]=[C:11]([N:26]([C:31]2[C:50]([CH:51]3[CH2:53][CH2:52]3)=[CH:49][C:34]3[C:35]([C:45]([NH:47][CH3:48])=[O:46])=[C:36]([C:38]4[CH:43]=[CH:42][C:41]([F:44])=[CH:40][CH:39]=4)[O:37][C:33]=3[CH:32]=2)[S:27]([CH3:30])(=[O:29])=[O:28])[CH:12]=[CH:13][C:14]=1[CH2:15][CH2:16][B:17]1[O:21]C(C)(C)C(C)(C)[O:18]1>C1COCC1.C(OCC)(=O)C>[Cl:8][C:9]1[CH:10]=[C:11]([N:26]([C:31]2[C:50]([CH:51]3[CH2:53][CH2:52]3)=[CH:49][C:34]3[C:35]([C:45](=[O:46])[NH:47][CH3:48])=[C:36]([C:38]4[CH:43]=[CH:42][C:41]([F:44])=[CH:40][CH:39]=4)[O:37][C:33]=3[CH:32]=2)[S:27]([CH3:30])(=[O:28])=[O:29])[CH:12]=[CH:13][C:14]=1[CH2:15][CH2:16][B:17]([OH:18])[OH:21] |f:0.1|. Procedure: Sodium periodate (722 mg, 3.37 mmol) and 1N aqueous HCl (2.70 mL, 2.70 mmol) were added to a cold (0° C.) solution of 6-(N-(3-chloro-4-(2-(4,4,5,5-tetramethyl-1,3,2-dioxaborolan-2-yl)ethyl)phenyl)methylsulfonamido)-5-cyclopropyl-2-(4-fluorophenyl)-N-methylbenzofuran-3-carboxamide (150 mg, 0.225 mmol) in THF (3 mL). The mixture was stirred at 0° C. for 10 min and then warmed to room temperature and stirred for 1 hour. The reaction mixture was diluted with ethyl acetate. The organic layer was sepa... The reactants are O=C(CBr)c1ccc2c(c1)COc1cc3c(cc1-2)CCCC3=O, COC(=O)NC(C(=O)N1C(C)CCC1C(=O)O)C(C)C, CC#N, CCOC(C)=O, CCN(C(C)C)C(C)C. The product is COC(=O)NC(C(=O)N1C(C)CCC1C(=O)OCC(=O)c1ccc2c(c1)COc1cc3c(cc1-2)CCCC3=O)C(C)C. RXN SMILES: [Br:1][CH2:2][C:3](=[O:4])[c:5]1[cH:6][cH:7][c:8]2[c:9]([cH:23]1)[CH2:10][O:11][c:12]1[cH:13][c:14]3[c:15]([cH:16][c:17]1-2)[CH2:18][CH2:19][CH2:20][C:21]3=[O:22].[CH3:24][O:25][C:26](=[O:27])[NH:28][CH:29]([C:30](=[O:31])[N:32]1[CH:33]([C:38](=[O:39])[OH:40])[CH2:34][CH2:35][CH:36]1[CH3:37])[CH:41]([CH3:42])[CH3:43].[CH3:53][C:54]#[N:55].[CH3:56][CH2:57][O:58][C:59]([CH3:60])=[O:61].[CH:44]([N:45]([CH2:46][CH3:47])[CH:48]([CH3:49])[CH3:50])([CH3:51])[CH3:52]>>[CH2:2]([C:3](=[O:4])[c:5]1[cH:6][cH:7][c:8]2[c:9]([cH:23]1)[CH2:10][O:11][c:12]1[cH:13][c:14]3[c:15]([cH:16][c:17]1-2)[CH2:18][CH2:19][CH2:20][C:21]3=[O:22])[O:40][C:38]([CH:33]1[N:32]([C:30]([CH:29]([NH:28][C:26]([O:25][CH3:24])=[O:27])[CH:41]([CH3:42])[CH3:43])=[O:31])[CH:36]([CH3:37])[CH2:35][CH2:34]1)=[O:39]. Reactants: COC1=CC(=C(C=C1)CCC(=O)OC)SCC(=O)OC (methyl 3-(4-methoxy-2-methoxycarbonylmethylthiophenyl)propionate), C(C)(=O)O (acetic acid), [H-].[Na+] (sodium hydride), C(C)(C)(C)O (tert-butanol). The solvent is C1(=CC=CC=C1)C (toluene), C1(=CC=CC=C1)C (toluene). The product is COC1=CC2=C(CCC(C(S2)C(=O)OC)=O)C=C1 (methyl 8-methoxy-3-oxo-2,3,4,5-tetrahydro-1-benzothiepin-2-carboxylate). Yield: 66.2%. Reaction SMILES: [H-].[Na+].C(O)(C)(C)C.[CH3:8][O:9][C:10]1[CH:15]=[CH:14][C:13]([CH2:16][CH2:17][C:18](OC)=[O:19])=[C:12]([S:22][CH2:23][C:24]([O:26][CH3:27])=[O:25])[CH:11]=1.C(O)(=O)C>C1(C)C=CC=CC=1>[CH3:8][O:9][C:10]1[CH:15]=[CH:14][C:13]2[CH2:16][CH2:17][C:18](=[O:19])[CH:23]([C:24]([O:26][CH3:27])=[O:25])[S:22][C:12]=2[CH:11]=1 |f:0.1|. Procedure details: To a mixture of 11 g of methyl 3-(2-hydroxy-4-methoxyphenyl)propionate, 9.5 g of trimethylenediamine and 45 ml of N,N-dimethylformamide, a solution of 7.5 g of N,N-dimethylthiocarbamoyl chloride in 15 ml of N,N-dimethylformamide is added dropwise with stirring. After stirring for 13 hours at room temperature, the reaction mixture is poured into ice water and extracted with ethyl acetate. The organic layer is washed with water, dried over anhydrous sodium sulfate, and evaporated under reduced pre... Procedure details: 2,3-Dichloro-6-fluorobenzaldehyde (1.44 g, 7.5 mmoles), methyl 4-fluoro-3-oxobutanoate (1.0 g, 7.5 mmoles) and 1-methylethyl 3-amino-2-butenoate (1.06 g, 7.5 mmoles) were heated at 90° under nitrogen with stirring for 2.5 hours. The cooled reaction mixture was chromatographed on silica eluting with ethyl acetate/methylene chloride mixtures. The title compound (1.1 g) was obtained by crystallisation from a petroleum ether (60°-80°)/2-propanol mixture mp 129°-31°. Yields the product ClC1=C(C(=CC=C1Cl)F)C1C(=C(NC(=C1C(=O)OC(C)C)C)CF)C(=O)OC (3-Methyl 5-(1-methylethyl) 4-(2,3-dichloro-6-fluorophenyl)-2-(fluoromethyl)-1,4-dihydro-6-methyl-3,5-pyridinedicarboxylate). Yield: 33.8%. Reaction SMILES: [Cl:1][C:2]1[C:9]([Cl:10])=[CH:8][CH:7]=[C:6]([F:11])[C:3]=1[CH:4]=O.[F:12][CH2:13][C:14](=O)[CH2:15][C:16]([O:18][CH3:19])=[O:17].[NH2:21][C:22]([CH3:30])=[CH:23][C:24]([O:26][CH:27]([CH3:29])[CH3:28])=[O:25]>>[Cl:1][C:2]1[C:9]([Cl:10])=[CH:8][CH:7]=[C:6]([F:11])[C:3]=1[CH:4]1[C:23]([C:24]([O:26][CH:27]([CH3:29])[CH3:28])=[O:25])=[C:22]([CH3:30])[NH:21][C:14]([CH2:13][F:12])=[C:15]1[C:16]([O:18][CH3:19])=[O:17]. Starting materials: ClC1=C(C=O)C(=CC=C1Cl)F (2,3-Dichloro-6-fluorobenzaldehyde), FCC(CC(=O)OC)=O (methyl 4-fluoro-3-oxobutanoate), NC(=CC(=O)OC(C)C)C (1-methylethyl 3-amino-2-butenoate). Run at time 2.5 hour. The reactants are OC=1C(C=C(OC1)CO)=O (5-hydroxy-2-(hydroxymethyl)-4H-pyran-4-one), C([O-])([O-])=O.[K+].[K+] (potassium carbonate), ClCC1=CC=C(C=C1)OC (1-(chloromethyl)-4-methoxybenzene). As a reaction SMILES: [OH:1][C:2]1[C:3](=[O:10])[CH:4]=[C:5]([CH2:8][OH:9])[O:6][CH:7]=1.C(=O)([O-])[O-].[K+].[K+].Cl[CH2:18][C:19]1[CH:24]=[CH:23][C:22]([O:25][CH3:26])=[CH:21][CH:20]=1>CN(C=O)C>[OH:9][CH2:8][C:5]1[O:6][CH:7]=[C:2]([O:1][CH2:18][C:19]2[CH:24]=[CH:23][C:22]([O:25][CH3:26])=[CH:21][CH:20]=2)[C:3](=[O:10])[CH:4]=1 |f:1.2.3|. The solvent is CN(C)C=O (DMF). The yield is 68.0%. Conditions: temperature 80 celsius. Reported procedure: To a solution of 5-hydroxy-2-(hydroxymethyl)-4H-pyran-4-one (Alfa Aesar, 5.11 g, 35.96 mmol) in DMF (70 mL) at room temperature was added potassium carbonate (9.94 g, 71.92 mmol) and 1-(chloromethyl)-4-methoxybenzene (5.86 mL, 43.15 mmol) dropwise. The reaction mixture was heated at 80° C. for 1 hour then concentrated. To the resulting slurry was added ice water. The precipitate was collected by filtration then triturated with ethyl acetate and filtered again. The title compound was obtained as ... Product: OCC=1OC=C(C(C1)=O)OCC1=CC=C(C=C1)OC (2-(hydroxymethyl)-5-(4-methoxybenzyloxy)-4H-pyran-4-one), solid.